From a dataset of the Open Reaction Database (ORD), a public repository of structured organic reaction records. describe an organic reaction: reactants, conditions, products, and yield Yields the product CC(C)(C)c1ccc(CNC(=O)Nc2cccc3cnccc23)cc1. As a reaction SMILES: [C:1]([CH3:2])([CH3:3])([CH3:4])[c:5]1[cH:6][cH:7][c:8]([CH2:9][NH2:10])[cH:11][cH:12]1.[CH2:30]1[CH2:31][CH2:32][C:33]2=[N:38][CH2:37][CH2:36][CH2:35][N:34]2[CH2:39][CH2:40]1.[Cl:13][C:14]([C:15](=[O:16])[NH:17][c:18]1[c:19]2[cH:20][cH:21][n:22][cH:23][c:24]2[cH:25][cH:26][cH:27]1)([Cl:28])[Cl:29]>>[C:1]([CH3:2])([CH3:3])([CH3:4])[c:5]1[cH:6][cH:7][c:8]([CH2:9][NH:10][C:15](=[O:16])[NH:17][c:18]2[c:19]3[cH:20][cH:21][n:22][cH:23][c:24]3[cH:25][cH:26][cH:27]2)[cH:11][cH:12]1. The reactants are CC(C)(C)c1ccc(CN)cc1, C1CCC2=NCCCN2CC1, O=C(Nc1cccc2cnccc12)C(Cl)(Cl)Cl. Starting materials: [N+](=O)([O-])C=1C(N(C=CC1)CC(=O)OC(C)(C)C)=O (tert-butyl 2-(3-nitro-2-oxopyridin-1(2H)-yl)acetate), FC(C(=O)O)(F)F (trifluoroacetic acid). The solvent is ClCCl (dichloromethane). Yields the product [N+](=O)([O-])C=1C(N(C=CC1)CC(=O)O)=O (2-(3-Nitro-2-oxopyridin-1(2H)-yl)acetic acid). Reaction SMILES: [N+:1]([C:4]1[C:5](=[O:18])[N:6]([CH2:10][C:11]([O:13]C(C)(C)C)=[O:12])[CH:7]=[CH:8][CH:9]=1)([O-:3])=[O:2].FC(F)(F)C(O)=O>ClCCl>[N+:1]([C:4]1[C:5](=[O:18])[N:6]([CH2:10][C:11]([OH:13])=[O:12])[CH:7]=[CH:8][CH:9]=1)([O-:3])=[O:2]. Procedure details: 3.73 g (14.7 mmol) of tert-butyl 2-(3-nitro-2-oxopyridin-1(2H)-yl)acetate are dissolved in 10 mL of dichloromethane and treated with 40 mL of trifluoroacetic acid. It is stirred at